Dataset: the Open Reaction Database (ORD), a public repository of structured organic reaction records. Task: describe an organic reaction: reactants, conditions, products, and yield Reagents/catalysts: [C].[Pd] (palladium-carbon). Yields the product C(C)OC(=O)C=1N=CC=2NC3=CC=C(C=C3C2C1C)N (6-amino-4-methyl-β-carbolin-3-carboxylic acid ethyl ester). Reactants: C(C)OC(=O)C=1N=CC=2NC3=CC=C(C=C3C2C1C)[N+](=O)[O-] (4-methyl-6-nitro-β-carbolin-3-carboxylic acid ethyl ester), O1CCCC1 (tetrahydrofuran). Run at time 3.5 hour. Isolated yield 88.9%. Solvent: C(C)O (ethanol). Procedure details: 1.02 g of 4-methyl-6-nitro-β-carbolin-3-carboxylic acid ethyl ester is dissolved or suspended in 30 ml of ethanol and 6 ml of tetrahydrofuran and, after the addition of 150 ml of palladium-carbon (10%), is hydrogenated at 24° C. and normal pressure. Within 3.5 hours, 210 ml of hydrogen is absorbed. The solution is filtered off and the catalyst and the solvent is distilled off in vacuo. The crude product is recrystallized from methanol-chloroform. 816 mg of 6-amino-4-methyl-β-carbolin-3-carboxyli... As a reaction SMILES: [CH2:1]([O:3][C:4]([C:6]1[N:7]=[CH:8][C:9]2[NH:10][C:11]3[C:16]([C:17]=2[C:18]=1[CH3:19])=[CH:15][C:14]([N+:20]([O-])=O)=[CH:13][CH:12]=3)=[O:5])[CH3:2].O1CCCC1>C(O)C.[C].[Pd]>[CH2:1]([O:3][C:4]([C:6]1[N:7]=[CH:8][C:9]2[NH:10][C:11]3[C:16]([C:17]=2[C:18]=1[CH3:19])=[CH:15][C:14]([NH2:20])=[CH:13][CH:12]=3)=[O:5])[CH3:2] |f:3.4|. The reactants are O (H2O), CC=1C=C(C=CC1S(=O)(=O)C)O (3-Methyl-4-(methylsulfonyl)phenol), [N+](=O)(O)[O-] (nitric acid), [N+](=O)(O)[O-] (nitric acid). Run in C(Cl)Cl (DCM). Yields the product CC=1C(=CC(=C(C1)O)[N+](=O)[O-])S(=O)(=O)C (5-methyl-4-(methylsulfonyl)-2-nitrophenol). The yield is 19.5%. RXN SMILES: [CH3:1][C:2]1[CH:3]=[C:4]([OH:12])[CH:5]=[CH:6][C:7]=1[S:8]([CH3:11])(=[O:10])=[O:9].[N+:13]([O-])([OH:15])=[O:14].O>C(Cl)Cl>[CH3:1][C:2]1[C:7]([S:8]([CH3:11])(=[O:10])=[O:9])=[CH:6][C:5]([N+:13]([O-:15])=[O:14])=[C:4]([OH:12])[CH:3]=1. Procedure details: 3-Methyl-4-(methylsulfonyl)phenol (D85, 503 mg, 2.29 mmol) was dissolved in DCM (5 mL) and 70% nitric acid (0.16 mL, 3.58 mmol) was added dropwise to the reaction. The mixture was stirred o/n. A further 2 mL of 70% nitric acid was then added. The reaction was stirred for 4 h, then H2O (20 mL) was added and the 2 phases were separated. The aqueous layer was extracted with DCM and the combined organics were dried (Na2SO4) and concentrated by rotary evaporation to give a yellow solid, which was pur... Reactants: C1(=CC=CC=C1)[B-](C1=CC=CC=C1)(C1=CC=CC=C1)C1=CC=CC=C1.[Na+] (sodium tetraphenylborate), C1(CCCCC1)P(C1CCCCC1)C1CCCCC1 (Tricyclohexylphosphine), F[B-](F)(F)F.[H+] (fluoroboric acid), F[B-](F)(F)F.C1(CCCCC1)[PH+](C1CCCCC1)C1CCCCC1 (tricyclohexylphosphonium tetrafluoroborate). Product: C1(=CC=CC=C1)[B-](C1=CC=CC=C1)(C1=CC=CC=C1)C1=CC=CC=C1.C1(CCCCC1)[PH+](C1CCCCC1)C1CCCCC1 (tricyclohexylphosphonium tetraphenylborate). The yield is 75.0%. RXN SMILES: [CH:1]1([P:7]([CH:14]2[CH2:19][CH2:18][CH2:17][CH2:16][CH2:15]2)[CH:8]2[CH2:13][CH2:12][CH2:11][CH2:10][CH2:9]2)[CH2:6][CH2:5][CH2:4][CH2:3][CH2:2]1.F[B-](F)(F)F.[H+].F[B-](F)(F)F.C1([PH+](C2CCCCC2)C2CCCCC2)CCCCC1.[C:50]1([B-:56]([C:69]2[CH:74]=[CH:73][CH:72]=[CH:71][CH:70]=2)([C:63]2[CH:68]=[CH:67][CH:66]=[CH:65][CH:64]=2)[C:57]2[CH:62]=[CH:61][CH:60]=[CH:59][CH:58]=2)[CH:55]=[CH:54][CH:53]=[CH:52][CH:51]=1.[Na+]>>[C:69]1([B-:56]([C:50]2[CH:51]=[CH:52][CH:53]=[CH:54][CH:55]=2)([C:57]2[CH:58]=[CH:59][CH:60]=[CH:61][CH:62]=2)[C:63]2[CH:68]=[CH:67][CH:66]=[CH:65][CH:64]=2)[CH:70]=[CH:71][CH:72]=[CH:73][CH:74]=1.[CH:14]1([PH+:7]([CH:1]2[CH2:2][CH2:3][CH2:4][CH2:5][CH2:6]2)[CH:8]2[CH2:13][CH2:12][CH2:11][CH2:10][CH2:9]2)[CH2:15][CH2:16][CH2:17][CH2:18][CH2:19]1 |f:1.2,3.4,5.6,7.8|. Procedure: Tricyclohexylphosphine is reacted with fluoroboric acid to synthesize tricyclohexylphosphonium tetrafluoroborate, which is reacted with sodium tetraphenylborate to produce tricyclohexylphosphonium tetraphenylborate (75% yield). A similar process is described in which tri-tert-butylphosphine is used as starting material to produce tri-tert-butylphosphonium tetraphenylborate (71% yield) (see Nonpatent Document 4). Starting materials: CC(C)O, NCc1cccc(NCc2ccccc2)c1, CC(C)(C)OC(=O)NC(Cc1ccccc1)C1CO1. Yields the product CC(C)(C)OC(=O)NC(Cc1ccccc1)C(O)CNCc1cccc(NCc2ccccc2)c1. RXN SMILES: [CH:36]([OH:37])([CH3:38])[CH3:39].[NH2:1][CH2:2][c:3]1[cH:4][c:5]([NH:6][CH2:7][c:8]2[cH:9][cH:10][cH:11][cH:12][cH:13]2)[cH:14][cH:15][cH:16]1.[O:17]1[CH:18]([CH:20]([CH2:21][c:22]2[cH:23][cH:24][cH:25][cH:26][cH:27]2)[NH:28][C:29]([O:30][C:31]([CH3:32])([CH3:33])[CH3:34])=[O:35])[CH2:19]1>>[NH:1]([CH2:2][c:3]1[cH:4][c:5]([NH:6][CH2:7][c:8]2[cH:9][cH:10][cH:11][cH:12][cH:13]2)[cH:14][cH:15][cH:16]1)[CH2:19][CH:18]([OH:17])[CH:20]([CH2:21][c:22]1[cH:23][cH:24][cH:25][cH:26][cH:27]1)[NH:28][C:29]([O:30][C:31]([CH3:32])([CH3:33])[CH3:34])=[O:35]. The solvent is O1CCOCC1 (1,4-dioxane). As a reaction SMILES: Cl[C:2]1[C:3]([O:24][CH3:25])=[N:4][CH:5]=[CH:6][C:7]=1[C:8]1[C:9]([NH:15][CH:16]2[CH2:21][CH2:20][C:19]([CH3:23])([CH3:22])[CH2:18][CH2:17]2)=[N:10][C:11]([NH2:14])=[N:12][CH:13]=1.CC1(C)C2C=CC=C(P(C3C=CC=CC=3)C3C=CC=CC=3)C=2OC2C1=CC=CC=2P(C1C=CC=CC=1)C1C=CC=CC=1.CC(C)([O-])C.[Na+]>C1C=CC(/C=C/C(/C=C/C2C=CC=CC=2)=O)=CC=1.C1C=CC(/C=C/C(/C=C/C2C=CC=CC=2)=O)=CC=1.C1C=CC(/C=C/C(/C=C/C2C=CC=CC=2)=O)=CC=1.[Pd].[Pd].O1CCOCC1>[CH3:22][C:19]1([CH3:23])[CH2:20][CH2:21][CH:16]([N:15]2[C:9]3[N:10]=[C:11]([NH2:14])[N:12]=[CH:13][C:8]=3[C:7]3[CH:6]=[CH:5][N:4]=[C:3]([O:24][CH3:25])[C:2]2=3)[CH2:17][CH2:18]1 |f:2.3,4.5.6.7.8|. Yields the product CC1(CCC(CC1)N1C2=C(C3=C1N=C(N=C3)N)C=CN=C2OC)C (9-(4,4-Dimethylcyclohexyl)-8-methoxy-9H-pyrido[4′,3′:4,5]pyrrolo[2,3-d]pyrimidin-2-amine). Reagents/catalysts: C=1C=CC(=CC1)/C=C/C(=O)/C=C/C2=CC=CC=C2.C=1C=CC(=CC1)/C=C/C(=O)/C=C/C2=CC=CC=C2.C=1C=CC(=CC1)/C=C/C(=O)/C=C/C2=CC=CC=C2.[Pd].[Pd] (tris(dibenzylideneacetone)dipalladium). Starting materials: ClC=1C(=NC=CC1C=1C(=NC(=NC1)N)NC1CCC(CC1)(C)C)OC (5-(3-Chloro-2-methoxy-4-pyridinyl)-N4-(4,4-dimethylcyclohexyl)-2,4-pyrimidinediamine), CC1(C2=CC=CC(=C2OC=2C(=CC=CC12)P(C1=CC=CC=C1)C1=CC=CC=C1)P(C1=CC=CC=C1)C1=CC=CC=C1)C (9,9-dimethyl-4,5-bis(diphenylphosphino)xanthene), CC(C)([O-])C.[Na+] (sodium tert-butoxide). Procedure: To a 30 mL microwave reaction vessel were placed compound 332 (0.55 g, 1.5 mmol), tris(dibenzylideneacetone)dipalladium (0) (0.14 g, 0.15 mmol), 9,9-dimethyl-4,5-bis(diphenylphosphino)xanthene (0.22 g, 0.38 mmol), and sodium tert-butoxide (0.37 g, 3.8 mmol) followed by 1,4-dioxane (15 mL). The vessel was purged with N2 for 5 min, then capped and subjected to microwave condition (3 h at 140° C.). After the volatiles were removed, the crude mixture was taken up in 4% methanol/DCM and subjected to ... Isolated yield 133.2%.